Dataset: the Open Reaction Database (ORD), a public repository of structured organic reaction records. Task: describe an organic reaction: reactants, conditions, products, and yield Solvent: ClC(C)Cl (dichloroethane), O1CCCC1 (tetrahydrofuran). RXN SMILES: C1(O[C:8](=[O:27])[NH:9][C:10]2[S:11][C:12]3[C:13]([N:21]4[CH2:26][CH2:25][O:24][CH2:23][CH2:22]4)=[N:14][CH:15]=[C:16]([O:19][CH3:20])[C:17]=3[N:18]=2)C=CC=CC=1.FC(F)(F)C(O)=O.[CH3:35][O:36][CH2:37][CH:38]1[CH2:43][CH2:42][NH:41][CH2:40][CH2:39]1.C(N(CC)C(C)C)(C)C>ClC(Cl)C.O1CCCC1>[CH3:20][O:19][C:16]1[C:17]2[N:18]=[C:10]([NH:9][C:8]([N:41]3[CH2:42][CH2:43][CH:38]([CH2:37][O:36][CH3:35])[CH2:39][CH2:40]3)=[O:27])[S:11][C:12]=2[C:13]([N:21]2[CH2:22][CH2:23][O:24][CH2:25][CH2:26]2)=[N:14][CH:15]=1 |f:1.2|. Product: COC=1C2=C(C(=NC1)N1CCOCC1)SC(=N2)NC(=O)N2CCC(CC2)COC (4-Methoxymethyl-piperidine-1-carboxylic acid (7-methoxy-4-morpholin-4-yl-thiazolo[5,4-c]pyridin-2-yl)-amide). Reactants: C1(=CC=CC=C1)OC(NC=1SC=2C(=NC=C(C2N1)OC)N1CCOCC1)=O ((7-methoxy-4-morpholin-4-yl-thiazolo[5,4-c]pyridin-2-yl)-carbamic acid phenyl ester), FC(C(=O)O)(F)F.COCC1CCNCC1 (4-methoxymethyl-piperidine trifluoroacetate), C(C)(C)N(C(C)C)CC (N,N-diisopropylethylamine). Procedure: From (7-methoxy-4-morpholin-4-yl-thiazolo[5,4-c]pyridin-2-yl)-carbamic acid phenyl ester with 4-methoxymethyl-piperidine trifluoroacetate and N,N-diisopropylethylamine in dichloroethane and tetrahydrofuran. ES-MS m/e (%): 422 (M+H+, 100). The reactants are ClCCl, [N-]=[N+]=NC1CCN(c2c([N+](=O)[O-])cnn2C2CC2)CC(O)C1. The product is [N-]=[N+]=NC1CCN(c2c([N+](=O)[O-])cnn2C2CC2)CC(=O)C1. Reaction SMILES: [Cl:23][CH2:24][Cl:25].[N:1](=[N+:2]=[N-:3])[CH:4]1[CH2:5][CH:6]([OH:22])[CH2:7][N:8]([c:11]2[c:12]([N+:19](=[O:20])[O-:21])[cH:13][n:14][n:15]2[CH:16]2[CH2:17][CH2:18]2)[CH2:9][CH2:10]1>>[N:1](=[N+:2]=[N-:3])[CH:4]1[CH2:5][C:6](=[O:22])[CH2:7][N:8]([c:11]2[c:12]([N+:19](=[O:20])[O-:21])[cH:13][n:14][n:15]2[CH:16]2[CH2:17][CH2:18]2)[CH2:9][CH2:10]1. Reported procedure: Alternatively, a 1M solution of tetrabutylammonium hydroxide in methanol (1 L, 1 mol) and isobutyric acid (88.5 g, 1 mol) was stirred at ambient temperature for 30 min. The solvent was removed in vacuo to afford the title compound (5) as a waxy solid, which was used without further purification. As a reaction SMILES: [OH-].[CH2:2]([N+:6]([CH2:15][CH2:16][CH2:17][CH3:18])([CH2:11][CH2:12][CH2:13][CH3:14])[CH2:7][CH2:8][CH2:9][CH3:10])[CH2:3][CH2:4][CH3:5].CO.[C:21]([OH:26])(=[O:25])[CH:22]([CH3:24])[CH3:23]>>[C:21]([O-:26])(=[O:25])[CH:22]([CH3:24])[CH3:23].[CH2:15]([N+:6]([CH2:2][CH2:3][CH2:4][CH3:5])([CH2:7][CH2:8][CH2:9][CH3:10])[CH2:11][CH2:12][CH2:13][CH3:14])[CH2:16][CH2:17][CH3:18] |f:0.1,4.5|. Yields the product C(C(C)C)(=O)[O-].C(CCC)[N+](CCCC)(CCCC)CCCC (Tetrabutylammonium Isobutyrate). Starting materials: solution, [OH-].C(CCC)[N+](CCCC)(CCCC)CCCC (tetrabutylammonium hydroxide), CO (methanol), C(C(C)C)(=O)O (isobutyric acid). Reagents/catalysts: CN(C)C1=CC=NC=C1 (4-(N,N-dimethylamino)pyridine). Yields the product ClC=1C=C2C(C(N(C2=CC1)C(=O)N)=O)C(C1=C(C=CS1)OC)=O (5-chloro-3-(3-methoxy-2-thenoyl)-2-oxindole-1-carboxamide). Reactants: COC1=C(SC=C1)C(=O)O (3-methoxy-2-thiophenecarboxylic acid), S(=O)(Cl)Cl (thionyl chloride), ClC=1C=C2CC(N(C2=CC1)C(=O)N)=O (5-chloro-2-oxindole-1-carboxamide). Solvent: C(C)(=O)O (acetic acid). Reported procedure: A 2.00 g (12.69 mmoles) sample of 3-methoxy-2-thiophenecarboxylic acid (prepared according to Gronowitz, S., Arkiv. for Kemi. 12:239 (1958)) was reacted with 10 ml of thionyl chloride according to Example 32. Evaporation of excess thionyl chloride left 2.17 g of 3-methoxy-2-thiophenecarbonyl chloride as a crystalline solid, m.p. 86°-88° C. The acid chloride was coupled to 2.16 g (10.24 mmoles) of 5-chloro-2-oxindole-1-carboxamide in the presence of 3.30 g (27 mmoles) 4-(N,N-dimethylamino)pyridin... Reaction SMILES: [CH3:1][O:2][C:3]1[CH:7]=[CH:6][S:5][C:4]=1[C:8]([OH:10])=O.S(Cl)(Cl)=O.[Cl:15][C:16]1[CH:17]=[C:18]2[C:22](=[CH:23][CH:24]=1)[N:21]([C:25]([NH2:27])=[O:26])[C:20](=[O:28])[CH2:19]2>CN(C1C=CN=CC=1)C.C(O)(=O)C>[Cl:15][C:16]1[CH:17]=[C:18]2[C:22](=[CH:23][CH:24]=1)[N:21]([C:25]([NH2:27])=[O:26])[C:20](=[O:28])[CH:19]2[C:8](=[O:10])[C:4]1[S:5][CH:6]=[CH:7][C:3]=1[O:2][CH3:1]. Isolated yield 29.0%. Starting materials: C(C1=CC=CC=C1)OC[C@H]([C@@H](C)O[Si](C)(C)C(C)(C)C)CN1C(N=C(C=C1)N1N=CN=C1)=O ((2R,3R)-1-Benzyloxy-3-(tert-butyldimethylsiloxy)-2-((2-oxo-4-(1H-1,2,4-triazol-1-yl)pyrimidin-1(2H)-yl)methyl)butane). Product: C(C1=CC=CC=C1)OC[C@H]([C@@H](C)O[Si](C)(C)C(C)(C)C)CN1C(N=C(C=C1)N)=O ((2R,3R)-1-Benzyloxy-3-(tert-butyldimethylsiloxy)-2-((4-amino-2-oxo-pyrimidin-1(2H)-yl)methyl)butane). Yield: 95.0%. Reaction SMILES: [CH2:1]([O:8][CH2:9][C@@H:10]([CH2:21][N:22]1[CH:27]=[CH:26][C:25]([N:28]2C=NC=N2)=[N:24][C:23]1=[O:33])[C@H:11]([O:13][Si:14]([C:17]([CH3:20])([CH3:19])[CH3:18])([CH3:16])[CH3:15])[CH3:12])[C:2]1[CH:7]=[CH:6][CH:5]=[CH:4][CH:3]=1>N.CO>[CH2:1]([O:8][CH2:9][C@@H:10]([CH2:21][N:22]1[CH:27]=[CH:26][C:25]([NH2:28])=[N:24][C:23]1=[O:33])[C@H:11]([O:13][Si:14]([C:17]([CH3:19])([CH3:20])[CH3:18])([CH3:15])[CH3:16])[CH3:12])[C:2]1[CH:3]=[CH:4][CH:5]=[CH:6][CH:7]=1 |f:1.2|. The solvent is N.CO (NH3 MeOH). Reported procedure: A solution of 18 (1.5 g, 3.2 mmol) in 100 ml of 6 M NH3/MeOH was heated at 100° C. in a Parr bomb for 2 days. The reaction was cooled, concentrated and chromatographed on silica eluting with 10% MeOH in ethyl acetate. Concentration of the product-containing fractions afforded 1.27 g (95%) of 19 as an off-white amorphous solid. 1H NMR (DMSO-d6): δ 7.43 (d, J=7.2 Hz, 1H), 7.29 (m, 5H), 6.97 (br s, 2H), 5.58 (d, J=7.2 Hz), 4.39 (d, J=1.8 Hz, 2H), 3.98 (m, 1H), 3.83 (m, 1H), 3.51 (m, 1H), 3.35 (m, 2... Reactants: C(#N)COS(=O)(=O)C1=CC=C(C=C1)C (toluene-4-sulfonic acid cyanomethyl ester), C([O-])([O-])=O.[K+].[K+] (potassium carbonate), C(C)(C)C1=C(C=CC(=C1)OC)O (2-isopropyl-4-methoxyphenol). Run in CC(CC)=O (2-butanone). Reaction conditions: time 4 day. Product: C(C)(C)C1=C(OCC#N)C=CC(=C1)OC ((2-Isopropyl-4-methoxy-phenoxy)-acetonitrile). As a reaction SMILES: [C:1]([CH2:3]OS(C1C=CC(C)=CC=1)(=O)=O)#[N:2].C(=O)([O-])[O-].[K+].[K+].[CH:21]([C:24]1[CH:29]=[C:28]([O:30][CH3:31])[CH:27]=[CH:26][C:25]=1[OH:32])([CH3:23])[CH3:22]>CC(=O)CC>[CH:21]([C:24]1[CH:29]=[C:28]([O:30][CH3:31])[CH:27]=[CH:26][C:25]=1[O:32][CH2:3][C:1]#[N:2])([CH3:23])[CH3:22] |f:1.2.3|. Reported procedure: A stirred slurry of toluene-4-sulfonic acid cyanomethyl ester (13.0 kg), potassium carbonate (13.0 kg) and 2-isopropyl-4-methoxyphenol (9.57 Kg) in 79.7 kg of 2-butanone was heated to 55-60 degrees C. for 4 days, then heated to relux for 18 hours. The resultant slurry was cooled and filtered to remove solids. The filtrate was concentrated under reduced pressure and the residue was redissolved in toluene. The toluene solution was extracted with 1N KOH, and the organic phase was concentrated by di... Reactants: NC1=C(C(=C(C=C1)O)Cl)F (4-amino-2-chloro-3-fluorophenol), CC(C)(C)[O-].[K+] (potassium 2-methylpropan-2-olate), ClC1=NC=CC(=C1)Cl (2,4-dichloropyridine). Solvent: CC(=O)N(C)C (DMA). Conditions: time 0.5 hour. Yields the product ClC=1C(=C(N)C=CC1OC1=CC(=NC=C1)Cl)F (3-chloro-4-(2-chloropyridin-4-yloxy)-2-fluoroaniline). Yield: 59.0%. Reaction SMILES: [NH2:1][C:2]1[CH:7]=[CH:6][C:5]([OH:8])=[C:4]([Cl:9])[C:3]=1[F:10].CC([O-])(C)C.[K+].[Cl:17][C:18]1[CH:23]=[C:22](Cl)[CH:21]=[CH:20][N:19]=1>CC(N(C)C)=O>[Cl:9][C:4]1[C:3]([F:10])=[C:2]([CH:7]=[CH:6][C:5]=1[O:8][C:22]1[CH:21]=[CH:20][N:19]=[C:18]([Cl:17])[CH:23]=1)[NH2:1] |f:1.2|. Reported procedure: A mixture of 4-amino-2-chloro-3-fluorophenol (11 g, 68.3 mmol) and potassium 2-methylpropan-2-olate (8.4 g, 75.2 mmol) in DMA (120 mL) was stirred at RT under N2 for 0.5 h, treated with 2,4-dichloropyridine (9.1 g, 62.1 mmol), and heated at 80° C. for 8 h. The mixture was concentrated to dryness, the residue treated with water, extracted with EtOAc (3×) and the combined organics were washed with brine, dried over Na2SO4, concentrated to dryness and purified via silica gel chromatography to affor... Procedure: Following the procedure of Intermediate 106, replacing 1-(3,5-difluorophenyl)ethanol with 3-(3,5-difluorophenyl)tetrahydrofuran-3-ol methanol (Intermediate 142) provided the title compound. Reaction SMILES: [F:1][C:2]1[CH:3]=[C:4]([CH:18]([OH:20])[CH3:19])[CH:5]=[C:6]([F:17])[C:7]=1[B:8]1[O:12][C:11]([CH3:14])([CH3:13])[C:10]([CH3:16])([CH3:15])[O:9]1.CO.FC1C=C([C:31]2(O)CC[O:33][CH2:32]2)C=C(F)C=1>>[F:17][C:6]1[CH:5]=[C:4]([C:18]2([OH:20])[CH2:31][CH2:32][O:33][CH2:19]2)[CH:3]=[C:2]([F:1])[C:7]=1[B:8]1[O:12][C:11]([CH3:13])([CH3:14])[C:10]([CH3:15])([CH3:16])[O:9]1 |f:1.2|. Yields the product FC=1C=C(C=C(C1B1OC(C(O1)(C)C)(C)C)F)C1(COCC1)O (3-(3,5-difluoro-4-(4,4,5,5-tetramethyl-1,3,2-dioxaborolan-2-yl)phenyl)tetrahydrofuran-3-ol). Starting materials: FC=1C=C(C=C(C1B1OC(C(O1)(C)C)(C)C)F)C(C)O (1-(3,5-difluoro-4-(4,4,5,5-tetramethyl-1,3,2-dioxaborolan-2-yl)phenyl)ethanol), CO.FC=1C=C(C=C(C1)F)C1(COCC1)O (3-(3,5-difluorophenyl)tetrahydrofuran-3-ol methanol), CO.FC=1C=C(C=C(C1)F)C1(COCC1)O (3-(3,5-difluorophenyl)tetrahydrofuran-3-ol methanol). Run in C(Cl)(Cl)Cl (chloroform). Reaction SMILES: [ClH:1].[CH3:2][N:3]([CH2:11][CH2:12][N:13]1[CH2:18][CH2:17][C:16]([C:24]2[CH:29]=[CH:28][CH:27]=[CH:26][CH:25]=2)([N:19]2[CH2:23][CH2:22][CH2:21][CH2:20]2)[CH2:15][CH2:14]1)[C:4](=[O:10])[O:5][C:6]([CH3:9])([CH3:8])[CH3:7].CO.C(Cl)(Cl)[Cl:33]>C(Cl)(Cl)Cl>[ClH:33].[ClH:1].[ClH:33].[CH3:2][N:3]([CH2:11][CH2:12][N:13]1[CH2:14][CH2:15][C:16]([C:24]2[CH:29]=[CH:28][CH:27]=[CH:26][CH:25]=2)([N:19]2[CH2:23][CH2:22][CH2:21][CH2:20]2)[CH2:17][CH2:18]1)[C:4](=[O:10])[O:5][C:6]([CH3:9])([CH3:7])[CH3:8] |f:2.3,5.6.7.8|. Product: Cl.Cl.Cl.CN(C(OC(C)(C)C)=O)CCN1CCC(CC1)(N1CCCC1)C1=CC=CC=C1 (tert-Butyl methyl(2-(4-phenyl-4-(pyrrolidin-1-yl)piperidin-1-yl)ethyl)carbamate tris hydrochloride). Starting materials: Cl (HCl), CN(C(OC(C)(C)C)=O)CCN1CCC(CC1)(N1CCCC1)C1=CC=CC=C1 (tert-butyl methyl(2-(4-phenyl-4-(pyrrolidin-1-yl)piperidin-1-yl)ethyl)carbamate), CO.C(Cl)(Cl)Cl (MeOH CHCl3). Yield: 97.0%. Procedure: HCl gas was passed through a solution of 8 g (1 eq) tert-butyl methyl(2-(4-phenyl-4-(pyrrolidin-1-yl)piperidin-1-yl)ethyl)carbamate in 160 ml chloroform at 0° C. for ˜30 min until the reaction mixture reached a pH of ˜2. The reaction mixture was then stirred at room temperature for 4 hours. The reaction course was monitored by thin-layer chromatography (10% MeOH/CHCl3). Once the conversion was complete, the solvent was removed under reduced pressure and 8 g (97%) of product were obtained in the ... Reaction conditions: time 4 hour.